The task is: describe an organic reaction: reactants, conditions, products, and yield. This data is from the Open Reaction Database (ORD), a public repository of structured organic reaction records. The reactants are CCN(C(C)C)C(C)C, O=C(O)c1ccc2nc(-c3c(Cl)cccc3Cl)oc2c1, CN(C)C=O, Cc1ccccc1CCN. The product is Cc1ccccc1CCNC(=O)c1ccc2nc(-c3c(Cl)cccc3Cl)oc2c1. Reaction SMILES: [CH:21]([N:22]([CH:23]([CH3:24])[CH3:25])[CH2:26][CH3:27])([CH3:28])[CH3:29].[Cl:1][c:2]1[c:3](-[c:9]2[o:10][c:11]3[c:12]([n:13]2)[cH:14][cH:15][c:16]([C:18](=[O:19])[OH:20])[cH:17]3)[c:4]([Cl:8])[cH:5][cH:6][cH:7]1.[O:40]=[CH:41][N:42]([CH3:43])[CH3:44].[c:30]1([CH3:39])[c:31]([CH2:36][CH2:37][NH2:38])[cH:32][cH:33][cH:34][cH:35]1>>[Cl:1][c:2]1[c:3](-[c:9]2[o:10][c:11]3[c:12]([n:13]2)[cH:14][cH:15][c:16]([C:18](=[O:20])[NH:38][CH2:37][CH2:36][c:31]2[c:30]([CH3:39])[cH:35][cH:34][cH:33][cH:32]2)[cH:17]3)[c:4]([Cl:8])[cH:5][cH:6][cH:7]1. Reactants: O (water), C(C)(C)(C)C=1C=C(C=C(C1O)C(C)(C)C)CCC1(C(NC(N1)=O)=O)C (5-(3'5'-di-tert.-butyl-4'-hydroxy-phenylethyl)-5-methylhydantoin), C([O-])([O-])=O.[K+].[K+] (potassium carbonate), ClCCCCCCCl (1,6-dichlorohexane). The solvent is CN(C=O)C (dimethylformamide). Product: C(C)(C)(C)C=1C=C(C=C(C1O)C(C)(C)C)CCC1(C(N(C(N1)=O)CCCCCCN1C(NC(C1=O)(CCC1=CC(=C(C(=C1)C(C)(C)C)O)C(C)(C)C)C)=O)=O)C (3,3'-Hexamethylene-bis [5(3",5"-di-tert.-butyl-4"-hydroxyphenylethyl)-5-methylhydantoin]). RXN SMILES: [C:1]([C:5]1[CH:6]=[C:7]([CH2:16][CH2:17][C:18]2([CH3:25])[NH:22][C:21](=[O:23])[NH:20][C:19]2=[O:24])[CH:8]=[C:9]([C:12]([CH3:15])([CH3:14])[CH3:13])[C:10]=1[OH:11])([CH3:4])([CH3:3])[CH3:2].[C:26](=[O:29])([O-])[O-].[K+].[K+].Cl[CH2:33][CH2:34][CH2:35][CH2:36][CH2:37][CH2:38]Cl.[OH2:40]>CN(C)C=O>[C:12]([C:9]1[CH:8]=[C:7]([CH2:16][CH2:17][C:18]2([CH3:25])[NH:22][C:21](=[O:23])[N:20]([CH2:33][CH2:34][CH2:35][CH2:36][CH2:37][CH2:38][N:20]3[C:19](=[O:40])[C:18]([CH3:25])([CH2:17][CH2:16][C:7]4[CH:6]=[C:5]([C:1]([CH3:2])([CH3:3])[CH3:4])[C:10]([OH:11])=[C:9]([C:12]([CH3:15])([CH3:14])[CH3:13])[CH:8]=4)[NH:22][C:26]3=[O:29])[C:19]2=[O:24])[CH:6]=[C:5]([C:1]([CH3:2])([CH3:3])[CH3:4])[C:10]=1[OH:11])([CH3:15])([CH3:14])[CH3:13] |f:1.2.3|. Procedure details: 6.95 g (0.02 mol) of 5-(3'5'-di-tert.-butyl-4'-hydroxy-phenylethyl)-5-methylhydantoin, 1.4 g (0.01 mol) of potassium carbonate and 1.55 g (0.01 mol) of 1,6-dichlorohexane in 30 ml of dimethylformamide are stirred for 20 hours at 100° C under nitrogen. After cooling, the mixture is added slowly to 120 ml of water with stirring. The precipitated solid is removed by filtration, dried and dissolved in 40 ml of ethanol and decolorized with charcoal. The ethanol solution is filtered and the filtrate a... Reactants: [OH-].[K+] (potassium hydroxide), BrC#CCCCCCCCCC(=O)O (11-bromo-10-undecynoic acid), S(O)(O)(=O)=O (sulfuric acid), C(C)N (ethylamine), Cl.NO (hydroxylamine hydrochloride), aqueous solution, C(C)N (ethylamine), BrC#CCCCCCCCCC(=O)O (11-bromo-10-undecynoic acid), [OH-].[K+] (potassium hydroxide), C1(=CC=CC=C1)C#C (phenylacetylene). The reagents and catalysts are [Cu](Cl)Cl (copper chloride), [Cu](Cl)Cl (copper chloride). Solvent: CO (methanol), C(C)OCC (diethyl ether), O (water), CO (methanol), CN1C(CCC1)=O (N-methylpyrrolidone). Run at time 6 hour. The product is C1(=CC=CC=C1)C#CC#CCCCCCCCCC(=O)O (13-phenyl-10,12-tridecadiynoic acid). Yield: 48.0%. RXN SMILES: [C:1]1([C:7]#[CH:8])[CH:6]=[CH:5][CH:4]=[CH:3][CH:2]=1.Cl.NO.C(N)C.Br[C:16]#[C:17][CH2:18][CH2:19][CH2:20][CH2:21][CH2:22][CH2:23][CH2:24][CH2:25][C:26]([OH:28])=[O:27].[OH-].[K+].S(=O)(=O)(O)O>[Cu](Cl)Cl.C(OCC)C.O.CO.CN1CCCC1=O>[C:1]1([C:7]#[C:8][C:16]#[C:17][CH2:18][CH2:19][CH2:20][CH2:21][CH2:22][CH2:23][CH2:24][CH2:25][C:26]([OH:28])=[O:27])[CH:6]=[CH:5][CH:4]=[CH:3][CH:2]=1 |f:1.2,5.6|. Procedure details: A four neck flask was charged with 10 ml of N-methylpyrrolidone, and 1.02 g (10 mM) of phenylacetylene was dissolved therein. Separately one dropping funnel was charged with 150 mg of hydroxylamine hydrochloride, 100 mg of copper chloride and 5 g of a 70% aqueous solution of ethylamine, and another dropping funnel was charge with 2.61 g (10 mM) of 11-bromo-10-undecynoic acid in 10 ml of a 10 % methanol solution of potassium hydroxide. After attaching the funnels to the flask, the flask was fille... Starting materials: ClCCC(C1=C2N=C(C(=NC2=CC(=C1Cl)Cl)OC)OC)N1N=CC=C1 (5-[(2-chloroethyl)pyrazol-1-ylmethyl]-6,7-dichloro-2,3-dimethoxyquinoxaline), CC(CC)(C)N (1,1-dimethyl-1-propylamine). Run in C(C)O (ethanol). Conditions: temperature 105 celsius. The product is ClC=1C(=C2N=C(C(=NC2=CC1Cl)OC)OC)C(N1N=CC=C1)CCNC(CC)(C)C (6,7-dichloro-2,3-dimethoxy-5-{[2-(N-(1,1-dimethylpropyl)amino)ethyl]pyrazol-1-ylmethyl}quinoxaline). Yield: 38.0%. Reaction SMILES: Cl[CH2:2][CH2:3][CH:4]([N:21]1[CH:25]=[CH:24][CH:23]=[N:22]1)[C:5]1[C:14]([Cl:15])=[C:13]([Cl:16])[CH:12]=[C:11]2[C:6]=1[N:7]=[C:8]([O:19][CH3:20])[C:9]([O:17][CH3:18])=[N:10]2.[CH3:26][C:27]([NH2:31])([CH3:30])[CH2:28][CH3:29]>C(O)C>[Cl:15][C:14]1[C:5]([CH:4]([CH2:3][CH2:2][NH:31][C:27]([CH3:30])([CH3:26])[CH2:28][CH3:29])[N:21]2[CH:25]=[CH:24][CH:23]=[N:22]2)=[C:6]2[C:11](=[CH:12][C:13]=1[Cl:16])[N:10]=[C:9]([O:17][CH3:18])[C:8]([O:19][CH3:20])=[N:7]2. Procedure details: A mixture of 5-[(2-chloroethyl)pyrazol-1-ylmethyl]-6,7-dichloro-2,3-dimethoxyquinoxaline (150 mg, 0.37 mmol), 1,1-dimethyl-1-propylamine (3 mL) and ethanol (5 mL) were heated in a closed vessel at 105° C. for 7 hours. The mixture was cooled, the solvent was removed under reduced pressure, and the residue was dissolved in ethyl acetate (75 mL). The solution was washed with saturated aqueous sodium bicarbonate, dried (MgSO4) and concentrated under reduced pressure. Purification by flash chromatogr... The reactants are O=c1cc(NCc2ccccc2)ccn1Cc1cccc(F)c1, CC(=O)O. Product: Nc1ccn(Cc2cccc(F)c2)c(=O)c1. RXN SMILES: [CH2:1]([c:2]1[cH:3][cH:4][cH:5][cH:6][cH:7]1)[NH:8][c:9]1[cH:10][c:11](=[O:23])[n:12]([CH2:15][c:16]2[cH:17][c:18]([F:22])[cH:19][cH:20][cH:21]2)[cH:13][cH:14]1.[CH3:24][C:25](=[O:26])[OH:27]>>[NH2:8][c:9]1[cH:10][c:11](=[O:23])[n:12]([CH2:15][c:16]2[cH:17][c:18]([F:22])[cH:19][cH:20][cH:21]2)[cH:13][cH:14]1.